Task: describe an organic reaction: reactants, conditions, products, and yield. Dataset: the Open Reaction Database (ORD), a public repository of structured organic reaction records Reactants: CCOC(=O)CP(=O)(OCC)OCC (ethyl diethoxyphosphoryl acetate), CC(C)([O-])C.[K+] (potassium t-butoxide), C1=C(C=CC2=CC=CC=C12)S(=O)(=O)N=[N+]=[N-] (2-naphthalenesulfonyl azide). Run in C1(=CC=CC=C1)C (toluene), C1(=CC=CC=C1)C (toluene). Conditions: time 10 minute. Product: [N+](=[N-])=C(C(=O)OCC)P(=O)(OCC)OCC (Ethyl diazo(diethoxyphosphoryl)acetate). The yield is 74.5%. As a reaction SMILES: CC(C)([O-])C.[K+].[CH3:7][CH2:8][O:9][C:10]([CH2:12][P:13]([O:18][CH2:19][CH3:20])([O:15][CH2:16][CH3:17])=[O:14])=[O:11].C1C2C(=CC=CC=2)C=CC=1S([N:34]=[N+:35]=[N-])(=O)=O>C1(C)C=CC=CC=1>[N+:34](=[C:12]([P:13]([O:18][CH2:19][CH3:20])([O:15][CH2:16][CH3:17])=[O:14])[C:10]([O:9][CH2:8][CH3:7])=[O:11])=[N-:35] |f:0.1|. Procedure: A suspension of potassium t-butoxide (4.42 g, 39.4 mmol) in toluene (200 ml) was stirred at 0° under Ar for 10 minutes. A solution of ethyl diethoxyphosphoryl acetate (6.53 ml, 32.9 mmol) in toluene (20 ml) was added in 20 minutes keeping the temperature below 5°. Another solution of 2-naphthalenesulfonyl azide (7.67 g, 32.9 mmol) was added dropwise below 5°, and the reaction mixture was warmed to RT and stirred overnight. The resulting suspension was filtered and the filtrate washed with toluen... Starting materials: CC#N, COC(=O)c1cc2cc(S(=O)(=O)N(C)C)c(Cl)c(Cl)c2o1, O. Product: CN(C)S(=O)(=O)c1cc2cc(C(=O)O)oc2c(Cl)c1Cl. Reaction SMILES: [CH3:22][C:23]#[N:24].[Cl:1][c:2]1[c:3]([Cl:21])[c:4]2[c:5]([cH:6][c:7]([C:9](=[O:10])[O:11][CH3:12])[o:8]2)[cH:13][c:14]1[S:15]([N:16]([CH3:17])[CH3:18])(=[O:19])=[O:20].[OH2:25]>>[Cl:1][c:2]1[c:3]([Cl:21])[c:4]2[c:5]([cH:6][c:7]([C:9](=[O:10])[OH:11])[o:8]2)[cH:13][c:14]1[S:15]([N:16]([CH3:17])[CH3:18])(=[O:19])=[O:20]. The reactants are COC1=C(CN)C=CC=C1 (2-methoxybenzyl amine), CCN(C(C)C)C(C)C (Hunig's Base), BrC=1C(=NC=C(N1)Br)N (3,5-dibromo-2-aminopyrazine). The solvent is CN1CCCC1 (N-methylpyrrolidine). Conditions: temperature 90 celsius. Product: BrC=1N=C(C(=NC1)N)NCC1=C(C=CC=C1)OC (5-Bromo-N3-(2-methoxybenzyl)-pyrazine-2,3-diamine). RXN SMILES: Br[C:2]1[C:3]([NH2:9])=[N:4][CH:5]=[C:6]([Br:8])[N:7]=1.[CH3:10][O:11][C:12]1[CH:19]=[CH:18][CH:17]=[CH:16][C:13]=1[CH2:14][NH2:15].CCN(C(C)C)C(C)C>CN1CCCC1>[Br:8][C:6]1[N:7]=[C:2]([NH:15][CH2:14][C:13]2[CH:16]=[CH:17][CH:18]=[CH:19][C:12]=2[O:11][CH3:10])[C:3]([NH2:9])=[N:4][CH:5]=1. Procedure details: A solution of 1.00 eq. of (2) is dissolved in N-methylpyrrolidine (2 mL) at room temperature. To this solution is added 3.00 eq. of 2-methoxybenzyl amine and 0.4 mL Hunig's Base. The resulting solution is heated to 90° C. and stirred for 12–24 hours under nitrogen. The resulting mixture is partitioned between ethyl acetate and H2O. The aqueous layer is extracted twice with ethyl acetate and the combined organic extracts are dried over Na2SO4. The solvent is removed under reduced pressure and the... The reactants are COC1=CC=C2CCC(C2=C1)=O (6-methoxy-1-indanone), C1(CC1)C(=O)N1CCNCC1 (1-cyclopropanecarbonylpiperazine), [BH4-].[Na+] (sodium borohydride), [OH-].[Na+] (NaOH), [BH4-].[Na+] (sodium borohydride). The reagents and catalysts are CC([O-])C.[Ti+4].CC([O-])C.CC([O-])C.CC([O-])C (titanium(IV) isopropoxide), CC([O-])C.[Ti+4].CC([O-])C.CC([O-])C.CC([O-])C (titanium isopropoxide). The solvent is C(C)O (ethanol). Conditions: time 20 hour. Yields the product C1(CC1)C(=O)N1CCN(CC1)C1CCC2=CC=C(C=C12)OC (1-Cyclopropylcarbonyl-4-(6-methoxy-indan-1-yl)piperazine). RXN SMILES: [CH3:1][O:2][C:3]1[CH:11]=[C:10]2[C:6]([CH2:7][CH2:8][C:9]2=O)=[CH:5][CH:4]=1.[CH:13]1([C:16]([N:18]2[CH2:23][CH2:22][NH:21][CH2:20][CH2:19]2)=[O:17])[CH2:15][CH2:14]1.[BH4-].[Na+].[OH-].[Na+]>C(O)C.CC(C)[O-].[Ti+4].CC(C)[O-].CC(C)[O-].CC(C)[O-]>[CH:13]1([C:16]([N:18]2[CH2:23][CH2:22][N:21]([CH:9]3[C:10]4[C:6](=[CH:5][CH:4]=[C:3]([O:2][CH3:1])[CH:11]=4)[CH2:7][CH2:8]3)[CH2:20][CH2:19]2)=[O:17])[CH2:14][CH2:15]1 |f:2.3,4.5,7.8.9.10.11|. Procedure details: An intimate mixture of 6-methoxy-1-indanone (1.6 g, 10 mmol), 1-cyclopropanecarbonylpiperazine (1.5 g, 10 mmol) and titanium(IV) isopropoxide (4 mL, 12 mmol) was heated on the steam bath for 10 minutes. Additional titanium isopropoxide (1 mL, 3 mmol) was added and the mixture stirred for 20 hr. The material was dissolved in ethanol and sodium borohydride added (0.9 g, 22 mmol). After stirring for 1 hr the solution was heated to reflux and more sodium borohydride (0.9 g, 22 mmol) added. When solu... Starting materials: C1COCCO1, CC1(C)c2cccc(P(c3ccccc3)c3ccccc3)c2Oc2c(P(c3ccccc3)c3ccccc3)cccc21, CC(C)(C)[O-], O=S(=O)(Nc1nccs1)c1ccc(I)cc1, Cc1cc(N)n(-c2ccccc2)n1, [Na+], O=C(C=Cc1ccccc1)C=Cc1ccccc1, O=C(C=Cc1ccccc1)C=Cc1ccccc1, O=C(C=Cc1ccccc1)C=Cc1ccccc1, [Pd], [Pd]. The product is Cc1cc(Nc2ccc(S(=O)(=O)Nc3nccs3)cc2)n(-c2ccccc2)n1. Reaction SMILES: [CH2:78]1[O:79][CH2:80][CH2:81][O:82][CH2:83]1.[CH3:17][C:18]1([CH3:19])[c:20]2[cH:21][cH:22][cH:23][c:24]([P:25]([c:26]3[cH:27][cH:28][cH:29][cH:30][cH:31]3)[c:32]3[cH:33][cH:34][cH:35][cH:36][cH:37]3)[c:38]2[O:39][c:40]2[c:41]1[cH:42][cH:43][cH:44][c:45]2[P:46]([c:47]1[cH:48][cH:49][cH:50][cH:51][cH:52]1)[c:53]1[cH:54][cH:55][cH:56][cH:57][cH:58]1.[CH3:72][C:73]([CH3:74])([O-:75])[CH3:76].[I:1][c:2]1[cH:3][cH:4][c:5]([S:8](=[O:9])(=[O:10])[NH:11][c:12]2[s:13][cH:14][cH:15][n:16]2)[cH:6][cH:7]1.[NH2:59][c:60]1[cH:61][c:62]([CH3:71])[n:63][n:64]1-[c:65]1[cH:66][cH:67][cH:68][cH:69][cH:70]1.[Na+:77].[O:104]=[C:105]([CH:106]=[CH:107][c:108]1[cH:109][cH:110][cH:111][cH:112][cH:113]1)[CH:114]=[CH:115][c:116]1[cH:117][cH:118][cH:119][cH:120][cH:121]1.[O:122]=[C:123]([CH:124]=[CH:125][c:126]1[cH:127][cH:128][cH:129][cH:130][cH:131]1)[CH:132]=[CH:133][c:134]1[cH:135][cH:136][cH:137][cH:138][cH:139]1.[O:86]=[C:87]([CH:88]=[CH:89][c:90]1[cH:91][cH:92][cH:93][cH:94][cH:95]1)[CH:96]=[CH:97][c:98]1[cH:99][cH:100][cH:101][cH:102][cH:103]1.[Pd:84].[Pd:85]>>[c:2]1([NH:59][c:60]2[cH:61][c:62]([CH3:71])[n:63][n:64]2-[c:65]2[cH:66][cH:67][cH:68][cH:69][cH:70]2)[cH:3][cH:4][c:5]([S:8](=[O:9])(=[O:10])[NH:11][c:12]2[s:13][cH:14][cH:15][n:16]2)[cH:6][cH:7]1. Reactants: C(C)O (Ethanol), [H-].[Na+] (Sodium hydride), N1CCCCC1 (piperidine), C(C1=CC=CC=C1)OC=1C=2N3C(C(=C(C3=CC1)CC)C1=CC=C(C=C1)OCC1=CC=CC=C1)=C(C2)COCCCCCCl (5-Benzyloxy-2-(4-benzyloxyphenyl)-3-((5-chloropentyloxy)methyl)-1-ethylpyrrolo[2,1,5-cd ]indolizine). Run in CN(C=O)C (dimethylformamide), O (water). Conditions: time 5 day. The product is C(C1=CC=CC=C1)OC=1C=2N3C(C(=C(C3=CC1)CC)C1=CC=C(C=C1)OCC1=CC=CC=C1)=C(C2)COCCCCCN2CCCCC2 (5-benzyloxy-2-(4-benzyloxyphenyl)-1-ethyl-3-((5-piperidinopentyloxy)methyl)pyrrolo[2,1,5-cd ]indolizine). Isolated yield 36.4%. Reaction SMILES: [CH2:1]([O:8][C:9]1[C:10]2[N:11]3[C:15](=[CH:16][CH:17]=1)[C:14]([CH2:18][CH3:19])=[C:13]([C:20]1[CH:25]=[CH:24][C:23]([O:26][CH2:27][C:28]4[CH:33]=[CH:32][CH:31]=[CH:30][CH:29]=4)=[CH:22][CH:21]=1)[C:12]3=[C:34]([CH2:36][O:37][CH2:38][CH2:39][CH2:40][CH2:41][CH2:42]Cl)[CH:35]=2)[C:2]1[CH:7]=[CH:6][CH:5]=[CH:4][CH:3]=1.[H-].[Na+].[NH:46]1[CH2:51][CH2:50][CH2:49][CH2:48][CH2:47]1.C(O)C>CN(C)C=O.O>[CH2:1]([O:8][C:9]1[C:10]2[N:11]3[C:15](=[CH:16][CH:17]=1)[C:14]([CH2:18][CH3:19])=[C:13]([C:20]1[CH:25]=[CH:24][C:23]([O:26][CH2:27][C:28]4[CH:33]=[CH:32][CH:31]=[CH:30][CH:29]=4)=[CH:22][CH:21]=1)[C:12]3=[C:34]([CH2:36][O:37][CH2:38][CH2:39][CH2:40][CH2:41][CH2:42][N:46]1[CH2:51][CH2:50][CH2:49][CH2:48][CH2:47]1)[CH:35]=2)[C:2]1[CH:7]=[CH:6][CH:5]=[CH:4][CH:3]=1 |f:1.2|. Procedure details: 5-Benzyloxy-2-(4-benzyloxyphenyl)-3-((5-chloropentyloxy)methyl)-1-ethylpyrrolo[2,1,5-cd ]indolizine (0.41 g, 0.69 mmol) was dissolved in 50 ml of dry dimethylformamide under a nitrogen atmosphere. Sodium hydride (60% in oil) (0.40 g, 10 mmol) and piperidine (0.93 g, 11mmol) was added, and the mixture was stirred at 60° for 5 days. Ethanol (10 ml) was added dropwise, and the reaction mixture was diluted with 200 ml of water. The organic material was extracted into ethyl acetate (3×100 ml), and th...